From a dataset of the Open Reaction Database (ORD), a public repository of structured organic reaction records. describe an organic reaction: reactants, conditions, products, and yield The reactants are N(=NC(=O)OCC)C(=O)OCC (diethyl azodicarboxylate), OC1C(N(CS1)C1=CC(=CC=C1)C(F)(F)F)=O (5-hydroxy-3-[3-(trifluoromethyl)phenyl]-4-thiazolidinone), CC(C)(C)C1=NNC=C1 (3-(1,1-dimethylethyl)-1H-pyrazole), C1(=CC=CC=C1)P(C1=CC=CC=C1)C1=CC=CC=C1 (triphenylphosphine). Solvent: O1CCCC1 (tetrahydrofuran). Conditions: time 8 hour. Product: CC(C)(C)C1=NN(C=C1)C1C(N(CS1)C1=CC(=CC=C1)C(F)(F)F)=O (5-[3-(1,1-dimethylethyl)-1H-pyrazol-1-yl]-3-[3-(trifluoromethyl)phenyl]-4-thiazolidinone). Reaction SMILES: N(C(OCC)=O)=NC(OCC)=O.O[CH:14]1[S:18][CH2:17][N:16]([C:19]2[CH:24]=[CH:23][CH:22]=[C:21]([C:25]([F:28])([F:27])[F:26])[CH:20]=2)[C:15]1=[O:29].[CH3:30][C:31]([C:34]1[CH:38]=[CH:37][NH:36][N:35]=1)([CH3:33])[CH3:32].C1(P(C2C=CC=CC=2)C2C=CC=CC=2)C=CC=CC=1>O1CCCC1>[CH3:30][C:31]([C:34]1[CH:38]=[CH:37][N:36]([CH:14]2[S:18][CH2:17][N:16]([C:19]3[CH:24]=[CH:23][CH:22]=[C:21]([C:25]([F:28])([F:27])[F:26])[CH:20]=3)[C:15]2=[O:29])[N:35]=1)([CH3:33])[CH3:32]. Reported procedure: To tetrahydrofuran (15 mL) at about −10° C. stirred under a nitrogen atmosphere were added diethyl azodicarboxylate (0.66 mL, 4.18 mmol), 5-hydroxy-3-[3-(trifluoromethyl)phenyl]-4-thiazolidinone (1 g, 3.8mmol), 3-(1,1-dimethylethyl)-1H-pyrazole (0.48 g, 3.8 mmol) and triphenylphosphine (1.2 g, 4.41 mmol). After the addition, the reaction mixture was allowed to warm up to room temperature, and stirred overnight under a nitrogen atmosphere. The reaction mixture was concentrated, and the residue ta... Reactants: CS(C)=O, CCOC(C)=O, O, O=C(c1ccccc1)C(O)c1ccccc1. Yields the product O=C(C(=O)c1ccccc1)c1ccccc1. As a reaction SMILES: [CH3:1][S:2](=[O:3])[CH3:4].[CH3:22][CH2:23][O:24][C:25](=[O:26])[CH3:27].[OH2:21].[OH:5][CH:6]([C:7](=[O:8])[c:9]1[cH:10][cH:11][cH:12][cH:13][cH:14]1)[c:15]1[cH:16][cH:17][cH:18][cH:19][cH:20]1>>[O:5]=[C:6]([C:7](=[O:8])[c:9]1[cH:10][cH:11][cH:12][cH:13][cH:14]1)[c:15]1[cH:16][cH:17][cH:18][cH:19][cH:20]1.